From a dataset of the Open Reaction Database (ORD), a public repository of structured organic reaction records. describe an organic reaction: reactants, conditions, products, and yield Starting materials: C(=O)(OC(C)(C)C)N1C[C@H](NCC1)C (1-BOC-3-(R)-methylpiperazine), ClC=1C2=C(N=CN1)SC(=C2)CC (4-chloro-6-ethylthiopheno[2,3-d]pyrimidine). Yields the product C(C)C1=CC=2C(=NC=NC2S1)N1[C@@H](CN(CC1)C(=O)OC(C)(C)C)C (tert-butyl (3R)-4-(6-ethylthiopheno[3,2-e]pyrimidin-4-yl)-3-methylpiperazinecarboxylate). Yield: 92.0%. Reaction SMILES: [C:1]([N:8]1[CH2:13][CH2:12][NH:11][C@H:10]([CH3:14])[CH2:9]1)([O:3][C:4]([CH3:7])([CH3:6])[CH3:5])=[O:2].Cl[C:16]1[C:17]2[CH:24]=[C:23]([CH2:25][CH3:26])[S:22][C:18]=2[N:19]=[CH:20][N:21]=1>>[CH2:25]([C:23]1[S:22][C:18]2[N:19]=[CH:20][N:21]=[C:16]([N:11]3[CH2:12][CH2:13][N:8]([C:1]([O:3][C:4]([CH3:7])([CH3:6])[CH3:5])=[O:2])[CH2:9][C@H:10]3[CH3:14])[C:17]=2[CH:24]=1)[CH3:26]. Procedure details: 1-BOC-3-(R)-methylpiperazine was coupled with 4-chloro-6-ethylthiopheno[2,3-d]pyrimidine according to Example 87. Yield=92%, ES-MS: (M+H)+ 363. The reactants are CC(C)(C)ON, CC(=O)c1cnc(NC(=O)C(C)(C)C)cn1, CO, Cl, c1ccncc1. The product is CC(=NOC(C)(C)C)c1cnc(NC(=O)C(C)(C)C)cn1. Reaction SMILES: [C:18]([CH3:19])([CH3:20])([CH3:21])[O:22][NH2:23].[C:1]([CH3:2])(=[O:3])[c:4]1[n:5][cH:6][c:7]([NH:10][C:11]([C:12]([CH3:13])([CH3:14])[CH3:15])=[O:16])[n:8][cH:9]1.[CH3:24][OH:25].[ClH:17].[cH:26]1[cH:27][cH:28][n:29][cH:30][cH:31]1>>[C:1]([CH3:2])([c:4]1[n:5][cH:6][c:7]([NH:10][C:11]([C:12]([CH3:13])([CH3:14])[CH3:15])=[O:16])[n:8][cH:9]1)=[N:23][O:22][C:18]([CH3:19])([CH3:20])[CH3:21]. Reactants: [OH-].[Na+] (sodium hydroxide), C(=O)C1=CC=C(C=C1)C(C(=O)OCC)C (ethyl 2-(p-formylphenyl)propionate), C1(CCCCCC1)=O (cycloheptanone). Run in aqueous solution. The product is O=C1C(CCCCC1)=CC1=CC=C(C=C1)C(C(=O)O)C (2-[4-(2-Oxo-1-cycloheptylidenemethyl)phenyl]propionic acid). The yield is 39.7%. RXN SMILES: [CH:1]([C:3]1[CH:8]=[CH:7][C:6]([CH:9]([CH3:15])[C:10]([O:12]CC)=[O:11])=[CH:5][CH:4]=1)=O.[C:16]1(=[O:23])[CH2:22][CH2:21][CH2:20][CH2:19][CH2:18][CH2:17]1.[OH-].[Na+]>>[O:23]=[C:16]1[CH2:22][CH2:21][CH2:20][CH2:19][CH2:18][C:17]1=[CH:1][C:3]1[CH:4]=[CH:5][C:6]([CH:9]([CH3:15])[C:10]([OH:12])=[O:11])=[CH:7][CH:8]=1 |f:2.3|. Procedure: To a mixture of 5.15 g of ethyl 2-(p-formylphenyl)propionate and 4.2 g of cycloheptanone were added dropwise at room temperature 30 ml of an aqueous solution of 2.6 g of sodium hydroxide and the resulting mixture was heated under reflux for 3 hours. After cooling, the reaction mixture was extracted twice with ethyl acetate, an aqueous layer was made acidic with hydrochloric acid and extracted with ethyl acetate. The extract was washed with water and dried over anhydrous sodium sulfate. The ethyl...